This data is from the Open Reaction Database (ORD), a public repository of structured organic reaction records. The task is: describe an organic reaction: reactants, conditions, products, and yield Starting materials: O1CCC(CCC1)=O (oxepan-4-one), CN(C=O)C (N,N-dimethylformamide), P(=O)(Cl)(Cl)Cl (Phosphorus oxychloride). The solvent is ClCCl (dichloromethane), C(C)(=O)OCC (ethyl acetate). Reaction conditions: time 8 hour. The product is Cl\C\1=C(\CCOCC1)/C=O ((Z)-5-chloro-2,3,6,7-tetrahydrooxepine-4-carbaldehyde). Reaction SMILES: P(Cl)(Cl)([Cl:3])=O.[O:6]1[CH2:12][CH2:11][CH2:10][C:9](=O)[CH2:8][CH2:7]1.CN(C)[CH:16]=[O:17]>ClCCl.C(OCC)(=O)C>[Cl:3][C:10]1=[C:9]([CH:16]=[O:17])[CH2:8][CH2:7][O:6][CH2:12][CH2:11]1. Procedure details: Phosphorus oxychloride (3.45 mL) was added dropwise to a cooled (0° C.) solution of EXAMPLE 314A (4.2 g) in N,N-dimethylformamide (12 mL) and dichloromethane (30 mL). The mixture was then stirred at room temperature overnight before it was diluted with ethyl acetate (300 mL) and washed with aqueous sodium acetate, water (3×), brine and dried over Na2SO4. After filtration and concentration, the crude product was used directly in the next reaction without further purification. Starting materials: solution, S(=O)=O (sulfur dioxide), ClC=1C=CC=C(C1C(=O)OC)N (methyl 6-chloro-anthranilate), Cl (hydrochloric acid), N(=O)[O-].[Na+] (sodium nitrite). The reagents and catalysts are [Cu]Cl (copper(I) chloride), [Cu](Cl)Cl (copper (II)chloride). Solvent: C(C)(=O)O (acetic acid), O (water). The product is ClC1=CC=CC(=C1C(=O)OC)S(=O)(=O)Cl (Methyl 6-chloro-2-chlorosulfonyl-benzoate). As a reaction SMILES: [Cl:1][C:2]1[CH:3]=[CH:4][CH:5]=[C:6](N)[C:7]=1[C:8]([O:10][CH3:11])=[O:9].[ClH:13].N([O-])=O.[Na+].[S:18](=[O:20])=[O:19]>O.C(O)(=O)C.[Cu]Cl.[Cu](Cl)Cl>[Cl:1][C:2]1[C:7]([C:8]([O:10][CH3:11])=[O:9])=[C:6]([S:18]([Cl:13])(=[O:20])=[O:19])[CH:5]=[CH:4][CH:3]=1 |f:2.3|. Procedure details: 34.6 gm (0.186 mol) of methyl 6-chloro-anthranilate were added to 70 ml of concentrated aqueous hydrochloric acid while stirring and cooling. At 0° to +10° C. the reaction mixture was diazotized with a solution of 12.8 gm (0.186 mol) of sodium nitrite in 30 ml of water. After stirring at 0° C. for 45 minutes, the reaction mixture was poured into a stirred suspension of 2 gm of copper(I) chloride and 17 gm of copper (II)chloride in 160 ml of a 30% solution of sulfur dioxide in glacial acetic acid... Starting materials: C=1N=CN2C(NCCC21)=O (7,8-dihydroimidazo[1,5-c]pyrimidin-5(6H)-one), BrCC (bromoethane), C(C)#N (acetonitrile). Run in CN(C)C=O (DMF). Conditions: temperature 180 celsius. Yields the product [Br-].C(C)[N+]1=CN2C(NCCC2=C1)=O (2-ethyl-5-oxo-5,6,7,8-tetrahydroimidazo[1,5-c]pyrimidin-2-ium bromide). Reaction SMILES: [CH:1]1[N:2]=[CH:3][N:4]2[C:9]=1[CH2:8][CH2:7][NH:6][C:5]2=[O:10].[Br:11][CH2:12][CH3:13].C(#N)C>CN(C=O)C>[Br-:11].[CH2:12]([N+:2]1[CH:1]=[C:9]2[N:4]([C:5](=[O:10])[NH:6][CH2:7][CH2:8]2)[CH:3]=1)[CH3:13] |f:4.5|. Procedure details: A suspension of 7,8-dihydroimidazo[1,5-c]pyrimidin-5(6H)-one, obtained in step I as describe above (500 mg; 3.65 mmol; 1 eq), and bromoethane (816 μl; 10.94 mmol; 3 eq) in DMF (7 ml) is divided in two equals fractions and heated under microwave irradiation at 180° C. for 20 min. The reaction mixtures are combined and acetonitrile (15 ml) is added. The resulting precipitate is filtered, washed with acetonitrile and dried under vacuum, affording the title compound that is used in the next step wit... Starting materials: C(#N)N=C1N(CCN1C)[C@H]1[C@@H](C(OC2=C1C=C(C=C2)C#N)(C)C)O (trans-4-(2-cyanoimino-3-methylimidazolidin-1-yl)-3,4-dihydro-3-hydroxy-2,2-dimethyl-2H-1-benzopyran-6-carbonitrile), C(C)(=O)OC(C)=O (acetic anhydride). Solvent: C(C)(=O)OCC (ethyl acetate), N1=CC=CC=C1 (pyridine). Run at time 20 minute. Yields the product C(C)(=O)O[C@@H]1C(OC2=C([C@H]1N1C(N(CC1)C)=NC#N)C=C(C=C2)C#N)(C)C (trans-3-acetoxy-4-(2-cyanoimino-3-methylimidazolidin-1-yl)-3,4-dihydro-2,2-dimethyl-2H-1-benzopyran-6-carbonitrile). Reaction SMILES: [C:1]([N:3]=[C:4]1[N:8]([CH3:9])[CH2:7][CH2:6][N:5]1[C@@H:10]1[C:15]2[CH:16]=[C:17]([C:20]#[N:21])[CH:18]=[CH:19][C:14]=2[O:13][C:12]([CH3:23])([CH3:22])[C@H:11]1[OH:24])#[N:2].[C:25](OC(=O)C)(=[O:27])[CH3:26]>N1C=CC=CC=1.C(OCC)(=O)C>[C:25]([O:24][C@H:11]1[C@H:10]([N:5]2[CH2:6][CH2:7][N:8]([CH3:9])[C:4]2=[N:3][C:1]#[N:2])[C:15]2[CH:16]=[C:17]([C:20]#[N:21])[CH:18]=[CH:19][C:14]=2[O:13][C:12]1([CH3:22])[CH3:23])(=[O:27])[CH3:26]. Procedure: To a solution of trans-4-(2-cyanoimino-3-methylimidazolidin-1-yl)-3,4-dihydro-3-hydroxy-2,2-dimethyl-2H-1-benzopyran-6-carbonitrile (0.95 g) in dry pyridine (9.5 ml) was added acetic anhydride (0.68 ml) at ambient temperature. The reaction mixture was stirred for 21 hours and 20 minutes at ambient temperature and then diluted with ethyl acetate (90 ml). The resultant solution was washed successively with 10% hydrochloric acid (50 ml, 30 ml), water (50 ml), saturated aqueous sodium bicarbonate (5... The reactants are C(C)OC(C)=O (Ethylacetate), N1CCOCC1 (Morpholine), ice, FC(C(O)C1C2CC(=C(N2C1=O)C(=O)OCC1=CC=CC=C1)OS(=O)(=O)C=1C(=CC=CC1)C)(F)F (benzyl 6-(2,2,2-trifluoro-1-hydroxyethyl)-3-toluenesulfonyloxy-1-azabicyclo[3.2.0]hept-2-en-7-one-2-carboxylate). Run in CN(C)C=O (DMF). Conditions: temperature 25 celsius, time 4 hour. The product is FC(C(O)C1C2CC(=C(N2C1=O)C(=O)OCC1=CC=CC=C1)N1CCOCC1)(F)F (benzyl 6-(2,2,2-trifluoro-1-hydroxyethyl)-3-morpholino-1-azabicyclo[3.2.0]hept-2-en-7-one-2-carboxylate). As a reaction SMILES: [NH:1]1[CH2:6][CH2:5][O:4][CH2:3][CH2:2]1.[F:7][C:8]([F:41])([F:40])[CH:9]([CH:11]1[C:17](=[O:18])[N:16]2[CH:12]1[CH2:13][C:14](OS(C1C(C)=CC=CC=1)(=O)=O)=[C:15]2[C:19]([O:21][CH2:22][C:23]1[CH:28]=[CH:27][CH:26]=[CH:25][CH:24]=1)=[O:20])[OH:10].C(OC(=O)C)C>CN(C=O)C>[F:41][C:8]([F:7])([F:40])[CH:9]([CH:11]1[C:17](=[O:18])[N:16]2[CH:12]1[CH2:13][C:14]([N:1]1[CH2:6][CH2:5][O:4][CH2:3][CH2:2]1)=[C:15]2[C:19]([O:21][CH2:22][C:23]1[CH:24]=[CH:25][CH:26]=[CH:27][CH:28]=1)=[O:20])[OH:10]. Procedure: Morpholine (17.5 μl) is added to an ice-cold, stirring solution of benzyl 6-(2,2,2-trifluoro-1-hydroxyethyl)-3-toluenesulfonyloxy-1-azabicyclo[3.2.0]hept-2-en-7-one-2-carboxylate (51 mg) in anhydrous DMF (0.5 ml). The resulting solution is allowed to warm to room temperature (25° C.) and then stirred at room temperature for 4 hrs. Ethylacetate (10 ml) is added and the solution is washed with water (5×2 ml), pH 3 phosphate buffer, 5% NaHCO3, brine, dried with MgSO4, and filtered. Evaporation of t...